This data is from the Open Reaction Database (ORD), a public repository of structured organic reaction records. The task is: describe an organic reaction: reactants, conditions, products, and yield Starting materials: FC1=C(C=CC=C1)NC(NC1=CC=C(C=C1)C1=CC=C2CN(C(C2=C1)=O)[C@H](C(=O)OC)C(C)C)=S ((S)-Methyl 2-(6-(4-(3-(2-fluorophenyl)thioureido)phenyl)-1-oxoisoindolin-2-yl)-3-methylbutanoate), NC1=CC=C(C=C1)C1=CC=C2CN(C(C2=C1)=O)[C@H](C(=O)OC)C(C)C ((S)-Methyl 2-(6-(4-aminophenyl)-1-oxoisoindolin-2-yl)-3-methylbutanoate), FC=1C=C(C=CC1)N=C=S (3-fluorophenyl isothiocyanate), compound, compound. The product is FC=1C=C(C=CC1)NC(NC1=CC=C(C=C1)C1=CC=C2CN(C(C2=C1)=O)[C@H](C(=O)OC)C(C)C)=S ((S)-Methyl 2-(6-(4-(3-(3-fluorophenyl)thioureido)phenyl)-1-oxoisoindolin-2-yl)-3-methylbutanoate). As a reaction SMILES: FC1C=CC=CC=1[NH:8][C:9](=[S:35])[NH:10][C:11]1[CH:16]=[CH:15][C:14]([C:17]2[CH:25]=[C:24]3[C:20]([CH2:21][N:22]([C@@H:27]([CH:32]([CH3:34])[CH3:33])[C:28]([O:30][CH3:31])=[O:29])[C:23]3=[O:26])=[CH:19][CH:18]=2)=[CH:13][CH:12]=1.NC1C=CC(C2C=C3C(CN([C@@H](C(C)C)C(OC)=O)C3=O)=CC=2)=CC=1.[F:61][C:62]1[CH:63]=[C:64](N=C=S)[CH:65]=[CH:66][CH:67]=1>>[F:61][C:62]1[CH:67]=[C:66]([NH:8][C:9](=[S:35])[NH:10][C:11]2[CH:12]=[CH:13][C:14]([C:17]3[CH:25]=[C:24]4[C:20]([CH2:21][N:22]([C@@H:27]([CH:32]([CH3:33])[CH3:34])[C:28]([O:30][CH3:31])=[O:29])[C:23]4=[O:26])=[CH:19][CH:18]=3)=[CH:15][CH:16]=2)[CH:65]=[CH:64][CH:63]=1. Procedure: The compound of example 55 was prepared analogous to compound of example 51 by reaction of compound of example 6 with 3-fluorophenyl isothiocyanate. The compound of example 55 was used directly without isolation for the preparation of compound of example 56. Starting materials: C(CCCCCCC)OC1=CC=C(C=C1)C1CNCCO1 (2-(4-octyloxy-phenyl)-morpholine), N1(N=NC2=C1C=CC=C2)CO (1H-benzotriazole-1-methanol). Solvent: CCO (EtOH). Conditions: temperature 50 celsius. The product is C(CCCCCCC)OC1=CC=C(C=C1)C1CN(CCO1)CN1N=NC2=C1C=CC=C2 (1-[2-(4-octyloxy-phenyl)-morpholin-4-ylmethyl]-1H-benzotriazole). Reaction SMILES: [CH2:1]([O:9][C:10]1[CH:15]=[CH:14][C:13]([CH:16]2[O:21][CH2:20][CH2:19][NH:18][CH2:17]2)=[CH:12][CH:11]=1)[CH2:2][CH2:3][CH2:4][CH2:5][CH2:6][CH2:7][CH3:8].[N:22]1([CH2:31]O)[C:26]2[CH:27]=[CH:28][CH:29]=[CH:30][C:25]=2[N:24]=[N:23]1>CCO>[CH2:1]([O:9][C:10]1[CH:11]=[CH:12][C:13]([CH:16]2[O:21][CH2:20][CH2:19][N:18]([CH2:31][N:22]3[C:26]4[CH:27]=[CH:28][CH:29]=[CH:30][C:25]=4[N:24]=[N:23]3)[CH2:17]2)=[CH:14][CH:15]=1)[CH2:2][CH2:3][CH2:4][CH2:5][CH2:6][CH2:7][CH3:8]. Reported procedure: To a solution of 2-(4-octyloxy-phenyl)-morpholine (0.75 g; 2.6 mmol) in EtOH (10 mL) was added 1H-benzotriazole-1-methanol (0.38 g; 2.6 mmol), and the reaction mixture was heated at 50° C. for 20 minutes. After cooling to RT, the solvent was removed in vacuo to afford 1-[2-(4-octyloxy-phenyl)-morpholin-4-ylmethyl]-1H-benzotriazole; which was used as such.